Dataset: the Open Reaction Database (ORD), a public repository of structured organic reaction records. Task: describe an organic reaction: reactants, conditions, products, and yield The reactants are C(C)OC(=O)C1=C(NC(=C1C1=CC=CC=C1)C=O)CCNC(=O)OC(C)(C)C (2-(2-tert-butoxycarbonylamino-ethyl)-5-formyl-4-phenyl-1H-pyrrole-3-carboxylic acid ethyl ester), FC(C(=O)O)(F)F (trifluoroacetic acid). Run in ClCCl (dichloromethane). Reaction conditions: time 3 hour. The product is C(C)OC(=O)C1=C(NC=C1C1=CC=CC=C1)CCN (2-(2-amino-ethyl)-4-phenyl-1H-pyrrole-3-carboxylic acid ethyl ester). Reaction SMILES: [CH2:1]([O:3][C:4]([C:6]1[C:10]([C:11]2[CH:16]=[CH:15][CH:14]=[CH:13][CH:12]=2)=[C:9](C=O)[NH:8][C:7]=1[CH2:19][CH2:20][NH:21]C(OC(C)(C)C)=O)=[O:5])[CH3:2].FC(F)(F)C(O)=O>ClCCl>[CH2:1]([O:3][C:4]([C:6]1[C:10]([C:11]2[CH:12]=[CH:13][CH:14]=[CH:15][CH:16]=2)=[CH:9][NH:8][C:7]=1[CH2:19][CH2:20][NH2:21])=[O:5])[CH3:2]. Procedure: A stirred solution of 2-(2-tert-butoxycarbonylamino-ethyl)-5-formyl-4-phenyl-1H-pyrrole-3-carboxylic acid ethyl ester (1.120 g, 3 mmol) in dichloromethane (32 ml) was added dropwise slowly with trifluoroacetic acid (3.2 ml) at room temperature. Upon completion of the addition, the mixture was stirred for 3 hours, and concentrated to give 2-(2-amino-ethyl)-4-phenyl-1H-pyrrole-3-carboxylic acid ethyl ester which Was used as such. The reactants are ClC1=CC=C(CCNC(=O)C2=CC=C(OC3=C(C=C(C=C3)CC(=O)OCC)Br)C=C2)C=C1 (ethyl 2-(4-(4-((4-chlorophenethyl)carbamoyl)phenoxy)-3-bromophenyl)acetate), C(=O)([O-])[O-].[K+].[K+] (K2CO3), CS(=O)(=O)C1=CC=C(C=C1)B(O)O (4-(methylsulfonyl)phenylboronic acid). The reagents and catalysts are C=1C=CC(=CC1)[P](C=2C=CC=CC2)(C=3C=CC=CC3)[Pd]([P](C=4C=CC=CC4)(C=5C=CC=CC5)C=6C=CC=CC6)([P](C=7C=CC=CC7)(C=8C=CC=CC8)C=9C=CC=CC9)[P](C=1C=CC=CC1)(C=1C=CC=CC1)C=1C=CC=CC1 (Pd(PPh3)4). Run in O1CCOCC1 (dioxane), O (water). Reaction conditions: temperature 55 celsius, time 12 hour. Yields the product ClC1=CC=C(CCNC(=O)C2=CC=C(OC3=CC=C(C=C3C3=CC=C(C=C3)S(=O)(=O)C)CC(=O)OCC)C=C2)C=C1 (ethyl 2-(6-(4-(4-chlorophenethylcarbamoyl)phenoxy)-4′-(methylsulfonyl)biphenyl-3-yl)acetate). The yield is 43.9%. As a reaction SMILES: [Cl:1][C:2]1[CH:32]=[CH:31][C:5]([CH2:6][CH2:7][NH:8][C:9]([C:11]2[CH:30]=[CH:29][C:14]([O:15][C:16]3[CH:21]=[CH:20][C:19]([CH2:22][C:23]([O:25][CH2:26][CH3:27])=[O:24])=[CH:18][C:17]=3Br)=[CH:13][CH:12]=2)=[O:10])=[CH:4][CH:3]=1.C([O-])([O-])=O.[K+].[K+].[CH3:39][S:40]([C:43]1[CH:48]=[CH:47][C:46](B(O)O)=[CH:45][CH:44]=1)(=[O:42])=[O:41]>O1CCOCC1.O.C1C=CC([P]([Pd]([P](C2C=CC=CC=2)(C2C=CC=CC=2)C2C=CC=CC=2)([P](C2C=CC=CC=2)(C2C=CC=CC=2)C2C=CC=CC=2)[P](C2C=CC=CC=2)(C2C=CC=CC=2)C2C=CC=CC=2)(C2C=CC=CC=2)C2C=CC=CC=2)=CC=1>[Cl:1][C:2]1[CH:32]=[CH:31][C:5]([CH2:6][CH2:7][NH:8][C:9]([C:11]2[CH:30]=[CH:29][C:14]([O:15][C:16]3[C:17]([C:46]4[CH:47]=[CH:48][C:43]([S:40]([CH3:39])(=[O:42])=[O:41])=[CH:44][CH:45]=4)=[CH:18][C:19]([CH2:22][C:23]([O:25][CH2:26][CH3:27])=[O:24])=[CH:20][CH:21]=3)=[CH:13][CH:12]=2)=[O:10])=[CH:4][CH:3]=1 |f:1.2.3,^1:62,64,83,102|. Procedure: Ethyl 2-(4-(4-((4-chlorophenethyl)carbamoyl)phenoxy)-3-bromophenyl)acetate (Example 46 step C; 40 mg, 0.077 mmol), K2CO3 (32 mg, 0.23 mmol) and 4-(methylsulfonyl)phenylboronic acid (23 mg, 0.12 mmol) were diluted with dioxane (1 mL)/water (300 μL) followed by the addition of Pd(PPh3)4 (8.9 mg, 0.0077 mmol). The reaction was purged with nitrogen and stirred at 55° C. for 12 hours. The reaction was cooled and concentrated. The residue was taken up in minimal DCM and purified by silica gel chromato... Starting materials: CO, COC(=O)c1c(Cl)cc(OC)cc1Cl, [Na+], [OH-]. Product: COc1cc(Cl)c(C(=O)O)c(Cl)c1. RXN SMILES: [CH3:17][OH:18].[Cl:1][c:2]1[c:3]([C:4](=[O:5])[O:6][CH3:7])[c:8]([Cl:14])[cH:9][c:10]([O:12][CH3:13])[cH:11]1.[Na+:16].[OH-:15]>>[Cl:1][c:2]1[c:3]([C:4](=[O:5])[OH:6])[c:8]([Cl:14])[cH:9][c:10]([O:12][CH3:13])[cH:11]1.